The task is: describe an organic reaction: reactants, conditions, products, and yield. This data is from the Open Reaction Database (ORD), a public repository of structured organic reaction records. Reactants: C(C)OC(=O)[C@H]1[C@@H](CC(C1)=C)C(=O)OCC (trans-(1SR,2SR)-4-methylene-cyclopentane-1,2-dicarboxylic acid diethyl ester), C([O-])([O-])=O.[K+].[K+] (potassium carbonate), Cl (HCl). Solvent: O (water), CO (MeOH). Yields the product C(C)OC(=O)[C@H]1[C@@H](CC(C1)=C)C(=O)O (trans-(1SR,2SR)-4-Methylene-cyclopentane-1,2-dicarboxylic acid ethyl ester). The yield is 49.1%. As a reaction SMILES: [CH2:1]([O:3][C:4]([C@@H:6]1[CH2:10][C:9](=[CH2:11])[CH2:8][C@H:7]1[C:12]([O:14]CC)=[O:13])=[O:5])[CH3:2].C(=O)([O-])[O-].[K+].[K+].Cl>CO.O>[CH2:1]([O:3][C:4]([C@@H:6]1[CH2:10][C:9](=[CH2:11])[CH2:8][C@H:7]1[C:12]([OH:14])=[O:13])=[O:5])[CH3:2] |f:1.2.3|. Procedure details: A suspension of 20.0 g of trans-(1SR,2SR)-4-methylene-cyclopentane-1,2-dicarboxylic acid diethyl ester and 36.6 g of potassium carbonate in 200 ml of MeOH was heated at reflux temperature for 2 h. The mixture was cooled to 22°, diluted with 200 ml of water, the pH was adjusted to 2 using 80 ml of 25% HCl and the mixture was evaporated to half of the volume. The aqueous layer was extracted with AcOEt, the organic layer was washed with water, dried and evaporated to give 16.7 g of a crude mixture ... Reactants: CC(=O)OCC(=C(C(=O)O)c1ccccc1)c1ccc(S(C)(=O)=O)cc1, CC(=O)O, CCN=C=NCCCN(C)C, CN(C)c1ccncc1, O=[N+]([O-])OCC(CCCCO)O[N+](=O)[O-]. Product: CC(=O)OCC(=C(C(=O)OCCCCC(CO[N+](=O)[O-])O[N+](=O)[O-])c1ccccc1)c1ccc(S(C)(=O)=O)cc1. RXN SMILES: [C:1]([CH3:2])(=[O:3])[O:4][CH2:5][C:6](=[C:7]([C:8](=[O:9])[OH:10])[c:11]1[cH:12][cH:13][cH:14][cH:15][cH:16]1)[c:17]1[cH:18][cH:19][c:20]([S:23](=[O:24])(=[O:25])[CH3:26])[cH:21][cH:22]1.[C:62]([OH:63])(=[O:64])[CH3:65].[CH3:42][CH2:43][N:44]=[C:45]=[N:46][CH2:47][CH2:48][CH2:49][N:50]([CH3:51])[CH3:52].[CH3:53][N:54]([c:55]1[cH:56][cH:57][n:58][cH:59][cH:60]1)[CH3:61].[N+:27](=[O:28])([O-:29])[O:30][CH:31]([CH2:32][CH2:33][CH2:34][CH2:35][OH:36])[CH2:37][O:38][N+:39](=[O:40])[O-:41]>>[C:1]([CH3:2])(=[O:3])[O:4][CH2:5][C:6](=[C:7]([C:8](=[O:9])[O:10][CH2:35][CH2:34][CH2:33][CH2:32][CH:31]([O:30][N+:27](=[O:28])[O-:29])[CH2:37][O:38][N+:39](=[O:40])[O-:41])[c:11]1[cH:12][cH:13][cH:14][cH:15][cH:16]1)[c:17]1[cH:18][cH:19][c:20]([S:23](=[O:24])(=[O:25])[CH3:26])[cH:21][cH:22]1. Reaction SMILES: [C:44]([O:45][BH-:46]([O:47][C:48](=[O:49])[CH3:50])[O:51][C:52](=[O:53])[CH3:54])(=[O:55])[CH3:56].[C:64]([OH:65])(=[O:66])[CH3:67].[CH2:1]([CH3:2])[c:3]1[c:4]([CH2:28][CH:29]=[O:30])[cH:5][cH:6][cH:7][c:8]1-[c:9]1[s:10][c:11](-[c:14]2[cH:15][c:16]([C:24]([F:25])([F:26])[F:27])[c:17]([O:20][CH:21]([CH3:22])[CH3:23])[cH:18][cH:19]2)[n:12][n:13]1.[CH3:40][C:41](=[O:42])[O-:43].[CH3:58][OH:59].[Cl:60][CH2:61][Cl:62].[NH:31]1[CH2:32][CH:33]([C:35](=[O:36])[O:37][CH3:38])[CH2:34]1.[Na+:39].[Na+:57].[OH2:63]>>[CH2:1]([CH3:2])[c:3]1[c:4]([CH2:28][CH2:29][N:31]2[CH2:32][CH:33]([C:35](=[O:36])[O:37][CH3:38])[CH2:34]2)[cH:5][cH:6][cH:7][c:8]1-[c:9]1[s:10][c:11](-[c:14]2[cH:15][c:16]([C:24]([F:25])([F:26])[F:27])[c:17]([O:20][CH:21]([CH3:22])[CH3:23])[cH:18][cH:19]2)[n:12][n:13]1. Product: CCc1c(CCN2CC(C(=O)OC)C2)cccc1-c1nnc(-c2ccc(OC(C)C)c(C(F)(F)F)c2)s1. Reactants: CC(=O)O[BH-](OC(C)=O)OC(C)=O, CC(=O)O, CCc1c(CC=O)cccc1-c1nnc(-c2ccc(OC(C)C)c(C(F)(F)F)c2)s1, CC(=O)[O-], CO, ClCCl, COC(=O)C1CNC1, [Na+], [Na+], O.